Dataset: the Open Reaction Database (ORD), a public repository of structured organic reaction records. Task: describe an organic reaction: reactants, conditions, products, and yield Starting materials: N1=C(C=CC=C1)SC1=CC=C(C=O)C=C1 (4-(2-pyridylthio)benzaldehyde), C(CC)(=O)[O-].[Na+] (sodium propionate). Solvent: C(CC)(=O)OC(CC)=O (propionic anhydride). Conditions: time 5 hour. Product: CC(C(=O)O)=CC1=CC=C(C=C1)SC1=NC=CC=C1 (2-methyl-3-[4-(2-pyridylthio)phenyl]propenoic acid). RXN SMILES: [N:1]1[CH:6]=[CH:5][CH:4]=[CH:3][C:2]=1[S:7][C:8]1[CH:15]=[CH:14][C:11]([CH:12]=O)=[CH:10][CH:9]=1.[C:16]([O-:20])(=[O:19])[CH2:17][CH3:18].[Na+]>C(OC(=O)CC)(=O)CC>[CH3:18][C:17](=[CH:12][C:11]1[CH:14]=[CH:15][C:8]([S:7][C:2]2[CH:3]=[CH:4][CH:5]=[CH:6][N:1]=2)=[CH:9][CH:10]=1)[C:16]([OH:20])=[O:19] |f:1.2|. Procedure: A mixture of 6 g of 4-(2-pyridylthio)benzaldehyde, 6 g of sodium propionate and 30 ml of propionic anhydride was stirred for 5 hours at a temperature of 150° to 155° C. and then concentrated under reduced pressure. Water was added to the mixture which was then heated. The mixture was allowed to stand to precipitate crystals and the resulting crystals were separated by filtration, washed with water and dried to obtain 2-methyl-3-[4-(2-pyridylthio)phenyl]propenoic acid. The product was dissolved i... Starting materials: ClC=1N=CC2=C(N(CC(C(N2C)=O)(F)F)C2CCC2)N1 (2-chloro-9-cyclobutyl-7,7-difluoro-5-methyl-5,7,8,9-tetrahydro-pyrimido[4,5-b][1,4]diazepin-6-one), O.C=1(C(=CC=CC1)S(=O)(=O)O)C (toluenesulfonic acid monohydrate), NC1=CC=C(C(=O)NC2CCN(CC2)C)C=C1 (4-amino-N-(1-methyl-piperidin-4-yl)-benzamide). The solvent is C(C)(C)O (isopropanol). Product: C1(CCC1)N1C2=C(N(C(C(C1)(F)F)=O)C)C=NC(=N2)NC2=CC=C(C(=O)NC1CCN(CC1)C)C=C2 (4-(9-cyclobutyl-7,7-difluoro-5-methyl-6-oxo-6,7,8,9-tetrahydro-5H-pyrimido[4,5-b][1,4]diazepin-2-ylamino)-N-(1-methyl-piperidin-4-yl)-benzamide). Isolated yield 63.8%. RXN SMILES: Cl[C:2]1[N:3]=[CH:4][C:5]2[N:11]([CH3:12])[C:10](=[O:13])[C:9]([F:15])([F:14])[CH2:8][N:7]([CH:16]3[CH2:19][CH2:18][CH2:17]3)[C:6]=2[N:20]=1.O.C1(C)C(S(O)(=O)=O)=CC=CC=1.[NH2:33][C:34]1[CH:49]=[CH:48][C:37]([C:38]([NH:40][CH:41]2[CH2:46][CH2:45][N:44]([CH3:47])[CH2:43][CH2:42]2)=[O:39])=[CH:36][CH:35]=1>C(O)(C)C>[CH:16]1([N:7]2[CH2:8][C:9]([F:15])([F:14])[C:10](=[O:13])[N:11]([CH3:12])[C:5]3[CH:4]=[N:3][C:2]([NH:33][C:34]4[CH:35]=[CH:36][C:37]([C:38]([NH:40][CH:41]5[CH2:46][CH2:45][N:44]([CH3:47])[CH2:43][CH2:42]5)=[O:39])=[CH:48][CH:49]=4)=[N:20][C:6]2=3)[CH2:19][CH2:18][CH2:17]1 |f:1.2|. Reported procedure: A mixture of 0.0605 g (0.20 mmole) 2-chloro-9-cyclobutyl-7,7-difluoro-5-methyl-5,7,8,9-tetrahydro-pyrimido[4,5-b][1,4]diazepin-6-one (VII-1), 0.0571 g (0.30 mmole) of toluenesulfonic acid monohydrate, 0.0467 g (0.20 mmole) of 4-amino-N-(1-methyl-piperidin-4-yl)-benzamide and 1 mL of isopropanol was heated in a sealed vessel at 140 degrees for 19.5 hours, cooled and concentrated under reduced pressure. The residue taken up in ethyl acetate and washed successively with 50 mL of saturated aqueous s... Starting materials: COc1ccc(N(CCc2cccc(OC)c2)C(C)=O)cc1, [I-], [K+], O=P(Cl)(Cl)Cl. Product: COc1ccc(N2CCc3cc(OC)ccc3C2C)cc1. RXN SMILES: [CH3:1][O:2][c:3]1[cH:4][cH:5][c:6]([N:9]([C:10]([CH3:11])=[O:12])[CH2:13][CH2:14][c:15]2[cH:16][c:17]([O:21][CH3:22])[cH:18][cH:19][cH:20]2)[cH:7][cH:8]1.[I-:24].[K+:23].[P:25]([Cl:26])([Cl:27])([Cl:28])=[O:29]>>[CH3:1][O:2][c:3]1[cH:4][cH:5][c:6]([N:9]2[CH:10]([CH3:11])[c:20]3[c:15]([cH:16][c:17]([O:21][CH3:22])[cH:18][cH:19]3)[CH2:14][CH2:13]2)[cH:7][cH:8]1. Reactants: N-(2-hydroxyethyl)-N-methylquanidine sulfate, CS (methyl mercaptan), S(=O)(=O)(O)O.CNC(S)=N (methyl isothiourea sulfate), OCCNC (N-(2-hydroxyethyl)methylamine), C(C)(C)O (isopropyl alcohol). Run in C(C)O (ethanol). The product is S(=O)(=O)(O)O.OCCN(C(=N)N)C (N-(2-hydroxyethyl)-N-methylguanidine sulfate). Reaction SMILES: [S:1]([OH:5])([OH:4])(=[O:3])=[O:2].[CH3:6][NH:7][C:8](=[NH:10])S.OCC[NH:14]C.CS.[CH:18]([OH:21])(C)[CH3:19]>C(O)C>[S:1]([OH:5])([OH:4])(=[O:3])=[O:2].[OH:21][CH2:18][CH2:19][N:7]([CH3:6])[C:8]([NH2:10])=[NH:14] |f:0.1,6.7|. Procedure: The above intermediate N-(2-hydroxyethyl)-N-methylquanidine sulfate was prepared as follows: A mixture containing 83.6 g of methyl isothiourea sulfate and 90 g of N-(2-hydroxyethyl)methylamine was heated on a steam bath under vacuum until no more methyl mercaptan was evolved. The solid remaining was boiled successively with hot isopropyl alcohol, hot absolute ethanol and then ether, and collected to yield 91 g of crystalline N-(2-hydroxyethyl)-N-methylguanidine sulfate. The reactants are BrC=1OC2=C(C1C1=CC=CC=C1)C=C1C(=C2)OCO1 (2-bromo-5,6-methylenedioxy-3-phenylbenzofuran), [N+](=O)([N+](=O)[O-])[O-] (dinitrogen tetraoxide), C(C)(=O)O (acetic acid), C(C)(=O)O (acetic acid), C1=CCC(CC1)C(=O)O (cyclohexene-4-carboxylic acid). The solvent is O (water). Yields the product C1OC=2C(=CC3=C(C(=C(O3)[N+](=O)[O-])C3=CC=CC=C3)C2)O1 (5,6-methylenedioxy-2-nitro-3-phenylbenzofuran). Reaction SMILES: Br[C:2]1[O:3][C:4]2[CH:16]=[C:15]3[O:17][CH2:18][O:19][C:14]3=[CH:13][C:5]=2[C:6]=1[C:7]1[CH:12]=[CH:11][CH:10]=[CH:9][CH:8]=1.C(O)(=O)C.C1CCC(C(O)=O)CC=1.[N+:33]([O-:38])([N+]([O-])=O)=[O:34]>O>[CH2:18]1[O:17][C:15]2=[CH:16][C:4]3[O:3][C:2]([N+:33]([O-:38])=[O:34])=[C:6]([C:7]4[CH:12]=[CH:11][CH:10]=[CH:9][CH:8]=4)[C:5]=3[CH:13]=[C:14]2[O:19]1. Procedure: To a solution of 5.2 g. (0.016 mole) of 2-bromo-5,6-methylenedioxy-3-phenylbenzofuran in 225 ml. of acetic acid is added with stirring 5.0 g. (0.024 mole) of cyclohexene-4-carboxylic acid, then 2.2 g. (0.024 mole) of dinitrogen tetraoxide in 25 ml. of acetic acid. After about one hour the mixture is poured into cold water, and the yellow product is collected and washed with water. The product is dissolved in dichloromethane, and the solution is washed with cold 5 percent sodium hydroxide solutio... The reactants are [N+](=O)([O-])C=1C=C(C(=O)O)C=C(C1O)[N+](=O)[O-] (3,5-Dinitro-4-hydroxybenzoic acid). The reagents and catalysts are [Pd] (Pd/C). Run in C(C)(=O)O (acetic acid). Run at time 4 hour. Yields the product NC=1C=C(C(=O)O)C=C(C1O)N (3,5-diamino-4-hydroxybenzoic acid). Isolated yield 69.9%. As a reaction SMILES: [N+:1]([C:4]1[CH:5]=[C:6]([CH:10]=[C:11]([N+:14]([O-])=O)[C:12]=1[OH:13])[C:7]([OH:9])=[O:8])([O-])=O>C(O)(=O)C.[Pd]>[NH2:1][C:4]1[CH:5]=[C:6]([CH:10]=[C:11]([NH2:14])[C:12]=1[OH:13])[C:7]([OH:9])=[O:8]. Procedure: 3,5-Dinitro-4-hydroxybenzoic acid (Aldrich) (4.56 g, 20 mmole) was dissolved in glacial acetic acid (25ml) and 10% Pd/C (15 mg) was added. The mixture was hydrogenated under hydrogen gas at 60 psi at 60° C. for 4 hours. It was then filtered through a celit pad and evaporated to dryness. The residue was crystallized from water to give 3,5-diamino-4-hydroxybenzoic acid (2.35g, 70%), m.p. 205° C. (lit ref., Simandi et al., Hungarian Patent 53602-A2-901128 (1990), m.p. 205° C.). Reactants: COC1=C(C=O)C(=CC=C1)OC (2,6-dimethoxybenzaldehyde), C([C@H](O)C)(=O)N ((R)-(+)-lactamide). The product is COC1=C(C(=CC=C1)OC)[C@H]1OC(C(N1)=O)C (2-(2,6-Dimethoxy-phenyl)-(R)-5-methyl-oxazolidin-4-one). As a reaction SMILES: [CH3:1][O:2][C:3]1[CH:10]=[CH:9][CH:8]=[C:7]([O:11][CH3:12])[C:4]=1[CH:5]=[O:6].[C:13]([NH2:18])(=[O:17])[C@@H:14]([CH3:16])O>>[CH3:12][O:11][C:7]1[CH:8]=[CH:9][CH:10]=[C:3]([O:2][CH3:1])[C:4]=1[C@@H:5]1[NH:18][C:13](=[O:17])[CH:14]([CH3:16])[O:6]1. Procedure: prepared by reaction of 2,6-dimethoxybenzaldehyde with (R)-(+)-lactamide; LC-MS: tR=0.45 min; [M+H]+=238.21.